Dataset: the Open Reaction Database (ORD), a public repository of structured organic reaction records. Task: describe an organic reaction: reactants, conditions, products, and yield Yields the product O=C1CCc2c(C3OCCO3)cccc2N1Cc1cccc(CN2CCCCC2)n1. The reactants are C1CCNCC1, CC(=O)O, CCOC(C)=O, O=C1CCc2c(C3OCCO3)cccc2N1Cc1cccc(CCl)n1, O. As a reaction SMILES: [CH2:26]1[CH2:27][CH2:28][NH:29][CH2:30][CH2:31]1.[CH3:33][C:34](=[O:35])[OH:36].[CH3:37][CH2:38][O:39][C:40](=[O:41])[CH3:42].[Cl:1][CH2:2][c:3]1[cH:4][cH:5][cH:6][c:7]([CH2:9][N:10]2[C:11](=[O:25])[CH2:12][CH2:13][c:14]3[c:15]([CH:20]4[O:21][CH2:22][CH2:23][O:24]4)[cH:16][cH:17][cH:18][c:19]32)[n:8]1.[OH2:32]>>[CH2:2]([c:3]1[cH:4][cH:5][cH:6][c:7]([CH2:9][N:10]2[C:11](=[O:25])[CH2:12][CH2:13][c:14]3[c:15]([CH:20]4[O:21][CH2:22][CH2:23][O:24]4)[cH:16][cH:17][cH:18][c:19]32)[n:8]1)[N:29]1[CH2:28][CH2:27][CH2:26][CH2:31][CH2:30]1. Reactants: N1[C@@H](CC2=CC=C(C=C2)O)C(=O)N[C@H](CC2=CNC3=CC=CC=C23)C(=O)N[C@@H](CC(C)C)C(=O)N[C@@H](CCCNC(N)=N)C(=O)N[C@@H](CC2=CNC3=CC=CC=C23)C(=O)N2[C@H](C1=O)CCC2 (cyclo[Tyr-D-Trp-Leu-Arg-Trp-Pro]), N1[C@H](C(=O)O)CCC1 (proline), C=1C=CC2=C(C1)C(=CN2)C[C@H](C(=O)O)N (D-Trp), N[C@H](CC1=CNC2=CC=CC=C12)C(=O)O (D-tryptophan). Yields the product N1[C@@H](CC2=CC=C(C=C2)O)C(=O)N[C@H](CC2=CNC3=CC=CC=C23)C(=O)N[C@@H](CC(C)C)C(=O)N[C@@H](CCCNC(N)=N)C(=O)N[C@@H](CC2=CNC3=CC=CC=C23)C(=O)N([C@@H](CC2=CNC3=CC=CC=C23)C1=O)C (cyclo[Tyr-D-Trp-Leu-Arg-Trp-N-Me-Trp]). As a reaction SMILES: [NH:1]1[C:62](=[O:63])[C@@H:61]2[CH2:64][CH2:65][CH2:66][N:60]2[C:58](=[O:59])[C@H:47]([CH2:48][C:49]2[C:57]3[C:52](=[CH:53][CH:54]=[CH:55][CH:56]=3)[NH:51][CH:50]=2)[NH:46][C:44](=[O:45])[C@H:36]([CH2:37][CH2:38][CH2:39][NH:40][C:41](=[NH:43])[NH2:42])[NH:35][C:33](=[O:34])[C@H:28]([CH2:29][CH:30]([CH3:32])[CH3:31])[NH:27][C:25](=[O:26])[C@@H:14]([CH2:15][C:16]2[C:24]3[C:19](=[CH:20][CH:21]=[CH:22][CH:23]=3)[NH:18][CH:17]=2)[NH:13][C:11](=[O:12])[C@@H:2]1[CH2:3][C:4]1[CH:9]=[CH:8][C:7]([OH:10])=[CH:6][CH:5]=1.[CH:67]1[CH:68]=[CH:69][C:70]2[NH:75][CH:74]=C(C[C@@H](N)C(O)=O)[C:71]=2[CH:72]=1.N1CCC[C@H]1C(O)=O>>[NH:1]1[C:62](=[O:63])[C@H:61]([CH2:64][C:65]2[C:71]3[C:70](=[CH:69][CH:68]=[CH:67][CH:72]=3)[NH:75][CH:74]=2)[N:60]([CH3:66])[C:58](=[O:59])[C@H:47]([CH2:48][C:49]2[C:57]3[C:52](=[CH:53][CH:54]=[CH:55][CH:56]=3)[NH:51][CH:50]=2)[NH:46][C:44](=[O:45])[C@H:36]([CH2:37][CH2:38][CH2:39][NH:40][C:41](=[NH:43])[NH2:42])[NH:35][C:33](=[O:34])[C@H:28]([CH2:29][CH:30]([CH3:32])[CH3:31])[NH:27][C:25](=[O:26])[C@@H:14]([CH2:15][C:16]2[C:24]3[C:19](=[CH:20][CH:21]=[CH:22][CH:23]=3)[NH:18][CH:17]=2)[NH:13][C:11](=[O:12])[C@@H:2]1[CH2:3][C:4]1[CH:5]=[CH:6][C:7]([OH:10])=[CH:8][CH:9]=1. Procedure: Particularly preferred is cyclo[Tyr-D-Trp-Leu-Arg-Trp-Pro] where D-Trp is D-tryptophan and Pro is proline. Starting materials: C(C)OC(C1=CC(=CC=C1)C=O)=O (3-formyl-benzoic acid ethyl ester), C(C)OP(OCC)(=O)CC1=CC=CC=C1 (benzylphosphonic acid diethyl ester), C1(=CC=CC=C1)C (toluene), C[O-].[Na+] (sodium methylate). Run in O1CCCC1 (tetrahydrofuran), petroleum ether, O1CCCC1 (tetrahydrofuran), O1CCCC1 (tetrahydrofuran). Conditions: temperature 0 celsius. Yields the product C(C)OC(C1=CC(=CC=C1)C=CC1=CC=CC=C1)=O (3-(2-phenyl-vinyl)-benzoic acid ethyl ester). Yield: 37.7%. RXN SMILES: C(OP([CH2:9][C:10]1[CH:15]=[CH:14][CH:13]=[CH:12][CH:11]=1)(=O)OCC)C.C[O-].[Na+].[CH2:19]([O:21][C:22](=[O:31])[C:23]1[CH:28]=[CH:27][CH:26]=[C:25]([CH:29]=O)[CH:24]=1)[CH3:20].C1(C)C=CC=CC=1>O1CCCC1>[CH2:19]([O:21][C:22](=[O:31])[C:23]1[CH:28]=[CH:27][CH:26]=[C:25]([CH:29]=[CH:9][C:10]2[CH:11]=[CH:12][CH:13]=[CH:14][CH:15]=2)[CH:24]=1)[CH3:20] |f:1.2|. Reported procedure: 45.6 g (0.2 mol) of benzylphosphonic acid diethyl ester, dissolved in 50 ml of tetrahydrofuran, were added dropwise to a mixture of 300 ml of tetrahydrofuran and 46.4 g (0.22 mol) of a methanolic sodium methylate solution at 0°-5° C., whilst stirring. The mixture was subsequently stirred at 0° C. for 2 hours and 35.6 g (0.2 mol) of 3-formyl-benzoic acid ethyl ester, dissolved in 50 ml of tetrahydrofuran, were then added dropwise, also at 0° C. and whilst stirring. The reaction mixture was then s... Reactants: CC(C)(C)O, C[N+](C)(C)[O-], CC1=CCCc2ccccc21, CO, ClCCl, O, O, O, c1ccncc1. The product is CC1(O)c2ccccc2CCC1O. Reaction SMILES: [C:31]([OH:32])([CH3:33])([CH3:34])[CH3:35].[CH3:14][N+:15]([O-:16])([CH3:17])[CH3:18].[CH3:1][C:2]1=[CH:3][CH2:4][CH2:5][c:6]2[cH:7][cH:8][cH:9][cH:10][c:11]21.[CH3:28][OH:29].[Cl:25][CH2:26][Cl:27].[OH2:12].[OH2:13].[OH2:30].[cH:19]1[cH:20][cH:21][n:22][cH:23][cH:24]1>>[CH3:1][C:2]1([OH:13])[CH:3]([OH:12])[CH2:4][CH2:5][c:6]2[cH:7][cH:8][cH:9][cH:10][c:11]21. The reactants are CN(C)C=O, O=C(NCCCl)c1ccco1, [I-], [K+], O=C1NCN(c2ccccc2)C12CCNCC2. Product: O=C(NCCN1CCC2(CC1)C(=O)NCN2c1ccccc1)c1ccco1. RXN SMILES: [CH3:31][N:32]([CH3:33])[CH:34]=[O:35].[Cl:1][CH2:2][CH2:3][NH:4][C:5](=[O:6])[c:7]1[o:8][cH:9][cH:10][cH:11]1.[I-:30].[K+:29].[c:12]1([N:18]2[CH2:19][NH:20][C:21](=[O:28])[C:22]23[CH2:23][CH2:24][NH:25][CH2:26][CH2:27]3)[cH:13][cH:14][cH:15][cH:16][cH:17]1>>[CH2:2]([CH2:3][NH:4][C:5](=[O:6])[c:7]1[o:8][cH:9][cH:10][cH:11]1)[N:25]1[CH2:24][CH2:23][C:22]2([N:18]([c:12]3[cH:13][cH:14][cH:15][cH:16][cH:17]3)[CH2:19][NH:20][C:21]2=[O:28])[CH2:27][CH2:26]1.